This data is from the Open Reaction Database (ORD), a public repository of structured organic reaction records. The task is: describe an organic reaction: reactants, conditions, products, and yield The reactants are solution, C[O-].[Na+] (sodium methoxide), N1=CC=C(C=C1)N1CCN(CC1)C1=CC=C(C(=O)OCC)C=C1 (ethyl 4-[4-(4-pyridyl)-1-piperazinyl]benzoate), solution, CN (monomethylamine). The solvent is CO (methanol), C(C)O (ethanol). Run at temperature 40 celsius, time 18 hour. Yields the product CNC(=O)C1=CC=C(C=C1)N1CCN(CC1)C1=CC=NC=C1 (1-(4-methylcarbamoylphenyl)-4-(4-pyridyl) piperazine). RXN SMILES: C[O-].[Na+].[N:4]1[CH:9]=[CH:8][C:7]([N:10]2[CH2:15][CH2:14][N:13]([C:16]3[CH:26]=[CH:25][C:19]([C:20]([O:22]CC)=O)=[CH:18][CH:17]=3)[CH2:12][CH2:11]2)=[CH:6][CH:5]=1.[CH3:27][NH2:28]>CO.C(O)C>[CH3:27][NH:28][C:20]([C:19]1[CH:18]=[CH:17][C:16]([N:13]2[CH2:12][CH2:11][N:10]([C:7]3[CH:8]=[CH:9][N:4]=[CH:5][CH:6]=3)[CH2:15][CH2:14]2)=[CH:26][CH:25]=1)=[O:22] |f:0.1|. Reported procedure: A 2M solution of sodium methoxide in methanol (0.89 ml) was added to a suspension of ethyl 4-[4-(4-pyridyl)-1-piperazinyl]benzoate (500 mg) in a 33% solution of monomethylamine in ethanol (15 ml). The mixture was stirred at 40° C. for 18 hours. The mixture was cooled and the solid was collected by filtration. The solid was washed with ethanol and ether to give 1-(4-methylcarbamoylphenyl)-4-(4-pyridyl) piperazine (374 mg) as a cream solid, mp 239-242° C. Starting materials: O1C=CC=C1 (furan), FC(C1=NC(=C(C(=C1C(=O)OC)CC(C)C)C=O)C(F)(F)F)F (methyl 2-(difluoromethyl)-5-formyl-4-(2-methylpropyl)-6-(trifluoromethyl)-3-pyridinecarboxylate), Cl (HCl), [Li]CCCC (n-BuLi). Run in CCOCC (ether), O (water), CCOCC (ether), CCCCCC (hexane). Run at temperature -6 celsius, time 2 hour. Product: FC(C1=NC(=C(C(=C1C(=O)OC)CC(C)C)C(O)C=1OC=CC1)C(F)(F)F)F (methyl 2-(difluoromethyl)-5-(2-furanylhydroxymethyl)-4-(2-methylpropyl)-6-(trifluoromethyl)-3-pyridinecarboxylate). The yield is 61.4%. As a reaction SMILES: [Li]CCCC.[O:6]1[CH:10]=[CH:9][CH:8]=[CH:7]1.[F:11][CH:12]([F:33])[C:13]1[C:18]([C:19]([O:21][CH3:22])=[O:20])=[C:17]([CH2:23][CH:24]([CH3:26])[CH3:25])[C:16]([CH:27]=[O:28])=[C:15]([C:29]([F:32])([F:31])[F:30])[N:14]=1.Cl>CCCCCC.CCOCC.O>[F:33][CH:12]([F:11])[C:13]1[C:18]([C:19]([O:21][CH3:22])=[O:20])=[C:17]([CH2:23][CH:24]([CH3:26])[CH3:25])[C:16]([CH:27]([C:7]2[O:6][CH:10]=[CH:9][CH:8]=2)[OH:28])=[C:15]([C:29]([F:32])([F:30])[F:31])[N:14]=1. Procedure details: To 2.5N n-BuLi in hexane (30 mL) cooled to 0 ° C was added in a slow stream furan (7 g, 0.1 mol) in anhydrous ether (60 mL). The mixture was heated at reflux for 3 h under a nitrogen atmosphere and then cooled to -6° C. A solution of methyl 2-(difluoromethyl)-5-formyl-4-(2-methylpropyl)-6-(trifluoromethyl)-3-pyridinecarboxylate (6 g, 17.6 mmol) in anhydrous ether (20 mL) was added dropwise and stirring was continued for 2 h. The mixture was then poured into iced water, acidified with conc. HCl a... Starting materials: Cl\C(=C/C(=O)NC1=CC=CC=C1)\C (3-chlorocrotonanilide), C1(=CC=CC=C1)O (phenol). Yields the product O(C1=CC=CC=C1)\C(=C/C(=O)NC1=CC=CC=C1)\C (3-phenoxy-crotonanilide). Reaction SMILES: Cl/[C:2](/[CH3:13])=[CH:3]\[C:4]([NH:6][C:7]1[CH:12]=[CH:11][CH:10]=[CH:9][CH:8]=1)=[O:5].[C:14]1([OH:20])[CH:19]=[CH:18][CH:17]=[CH:16][CH:15]=1>>[O:20](/[C:2](/[CH3:13])=[CH:3]\[C:4]([NH:6][C:7]1[CH:12]=[CH:11][CH:10]=[CH:9][CH:8]=1)=[O:5])[C:14]1[CH:19]=[CH:18][CH:17]=[CH:16][CH:15]=1. Procedure details: 3-chlorocrotonanilide [formed from aniline and β-chloro-crotonyl chloride] was reacted with phenol in a basic media to obtain 3-phenoxy-crotonanilide melting at 145° C. The reactants are Cl (HCl), C(C)(C)(C)OC(NCC1=C(C(=C(C=C1)Cl)NC1=NC2=C(N1C)C=C(C(=C2)Cl)N2CC(CCC2)C(F)(F)F)Cl)=O (N-{2,4-dichloro-3-[5-chloro-1-methyl-6-(3-(trifluoromethyl)piperidin-1-yl)-1H-benzimidazol-2-ylamino]benzyl}-carbamic acid tert-butyl ester). Solvent: O1CCOCC1 (dioxane), O1CCOCC1 (dioxane). Run at time 8 hour. Yields the product ClC1=C(CN)C=CC(=C1NC1=NC2=C(N1C)C=C(C(=C2)Cl)N2CC(CCC2)C(F)(F)F)Cl (2,4-Dichloro-3-[5-chloro-1-methyl-6-(3-(trifluoromethyl)piperidin-1-yl)-1H-benzimidazol-2-ylamino]benzylamine). RXN SMILES: Cl.C(OC(=O)[NH:8][CH2:9][C:10]1[CH:15]=[CH:14][C:13]([Cl:16])=[C:12]([NH:17][C:18]2[N:22]([CH3:23])[C:21]3[CH:24]=[C:25]([N:29]4[CH2:34][CH2:33][CH2:32][CH:31]([C:35]([F:38])([F:37])[F:36])[CH2:30]4)[C:26]([Cl:28])=[CH:27][C:20]=3[N:19]=2)[C:11]=1[Cl:39])(C)(C)C>O1CCOCC1>[Cl:39][C:11]1[C:12]([NH:17][C:18]2[N:22]([CH3:23])[C:21]3[CH:24]=[C:25]([N:29]4[CH2:34][CH2:33][CH2:32][CH:31]([C:35]([F:38])([F:37])[F:36])[CH2:30]4)[C:26]([Cl:28])=[CH:27][C:20]=3[N:19]=2)=[C:13]([Cl:16])[CH:14]=[CH:15][C:10]=1[CH2:9][NH2:8]. Procedure: 4 M HCl in dioxane (38 mL) was added to N-{2,4-dichloro-3-[5-chloro-1-methyl-6-(3-(trifluoromethyl)piperidin-1-yl)-1H-benzimidazol-2-ylamino]benzyl}-carbamic acid tert-butyl ester (5.4 g, 8.9 mmol) in dioxane (300 mL) and stirred at rt overnight. The reaction mixture was concentrated and the resulting residue was diluted with aq. NaHCO3-solution. The aq. phase was extracted with EtOAc, the organic phase was dried with Na2SO4 and concentrated. The reactants are c1cc2c3c(c1)C1CCCC1N3CCNC2, CCO, [H][H]. The product is CC(=O)N1CCN2c3c(cccc3C3CCCC32)C1. As a reaction SMILES: [CH2:1]1[CH2:2][NH:3][CH2:4][c:5]2[cH:6][cH:7][cH:8][c:9]3[c:13]2[N:12]1[CH:11]1[CH:10]3[CH2:16][CH2:15][CH2:14]1.[CH3:19][CH2:20][OH:21].[H:17][H:18]>>[CH2:1]1[CH2:2][N:3]([C:20]([CH3:19])=[O:21])[CH2:4][c:5]2[cH:6][cH:7][cH:8][c:9]3[c:13]2[N:12]1[CH:11]1[CH:10]3[CH2:16][CH2:15][CH2:14]1. The reactants are ClC1=C(C(=O)Cl)C=CC=C1 (2-chlorobenzoyl chloride), C1(CC1)N (cyclopropylamine). The product is ClC1=C(CNC2CC2)C=CC=C1 ((2-Chlorobenzyl)cyclopropylamine). RXN SMILES: [Cl:1][C:2]1[CH:10]=[CH:9][CH:8]=[CH:7][C:3]=1[C:4](Cl)=O.[CH:11]1([NH2:14])[CH2:13][CH2:12]1>>[Cl:1][C:2]1[CH:10]=[CH:9][CH:8]=[CH:7][C:3]=1[CH2:4][NH:14][CH:11]1[CH2:13][CH2:12]1. Reported procedure: Synthesized according to typical procedures B and D from 2-chlorobenzoyl chloride and cyclopropylamine. Reactants: O=[O+][O-] (ozone), COC1=C2C(CC(OC2=CC2=C1C=CO2)(C)C)=O (4-Methoxy-7,7-dimethyl-6,7-dihydro-5H-furo[3,2-g]chromen-5-one), C1(=CC=CC=C1)P(C1=CC=CC=C1)C1=CC=CC=C1 (triphenylphosphine), O=[O+][O-] (ozone). Solvent: ClCCl (dichloromethane). Reaction conditions: temperature -78 celsius, time 2 hour. The product is OC1=C(C(=C2C(CC(OC2=C1)(C)C)=O)OC)C=O (7-Hydroxy-5-methoxy-2,2-dimethyl-4-oxochroman-6-carbaldehyde). RXN SMILES: [CH3:1][O:2][C:3]1[C:12]2[CH:13]=C[O:15][C:11]=2[CH:10]=[C:9]2[C:4]=1[C:5](=[O:18])[CH2:6][C:7]([CH3:17])([CH3:16])[O:8]2.C1(P(C2C=CC=CC=2)C2C=CC=CC=2)C=CC=CC=1.[O:38]=[O+][O-]>ClCCl>[OH:15][C:11]1[CH:10]=[C:9]2[C:4]([C:5](=[O:18])[CH2:6][C:7]([CH3:17])([CH3:16])[O:8]2)=[C:3]([O:2][CH3:1])[C:12]=1[CH:13]=[O:38]. Procedure: 500 mg (2.03 mmol) of 4-methoxy-7,7-dimethyl-6,7-dihydro-5H-furo[3,2-g]chromen-5-one (Example 1A) and 666 mg (2.54 mmol) of triphenylphosphine are initially charged, and 50 ml of dichloromethane are added. The mixture is cooled to −78° C., and ozone is then introduced for about 5 min. Once the color of the solution has turned to blue, excess ozone is flushed out with oxygen. The solution is stirred for another two hours and slowly warmed to room temperature. The mixture is concentrated and the r...